From a dataset of the Open Reaction Database (ORD), a public repository of structured organic reaction records. describe an organic reaction: reactants, conditions, products, and yield Reactants: C[Si](CCOCN(C1=C(C(=NC=2N1N=CC2C=2C=NC(=CC2)C2=CC=CC=C2)C2=CC=C(C(=O)OC)C=C2)Br)COCC[Si](C)(C)C)(C)C (methyl 4-(7-(bis((2-(trimethylsilyl)ethoxy)methyl)amino)-6-bromo-3-(6-phenylpyridin-3-yl)pyrazolo[1,5-a]pyrimidin-5-yl)benzoate), C(C)OC(=C)[Sn](CCCC)(CCCC)CCCC ((1-ethoxyvinyl)tributylstannane). Reagents/catalysts: C=1C=CC(=CC1)[P](C=2C=CC=CC2)(C=3C=CC=CC3)[Pd]([P](C=4C=CC=CC4)(C=5C=CC=CC5)C=6C=CC=CC6)([P](C=7C=CC=CC7)(C=8C=CC=CC8)C=9C=CC=CC9)[P](C=1C=CC=CC1)(C=1C=CC=CC1)C=1C=CC=CC1 (Pd(PPh3)4). Run in O1CCOCC1 (dioxane). Conditions: temperature 100 celsius. Product: C[Si](CCOCN(C1=C(C(=NC=2N1N=CC2C=2C=NC(=CC2)C2=CC=CC=C2)C2=CC=C(C(=O)OC)C=C2)C(=C)OCC)COCC[Si](C)(C)C)(C)C (methyl 4-(7-(bis((2-(trimethylsilyl)ethoxy)methyl)amino)-6-(1-ethoxyvinyl)-3-(6-phenylpyridin-3-yl)pyrazolo[1,5-a]pyrimidin-5-yl)benzoate). RXN SMILES: [CH3:1][Si:2]([CH3:49])([CH3:48])[CH2:3][CH2:4][O:5][CH2:6][N:7]([CH2:40][O:41][CH2:42][CH2:43][Si:44]([CH3:47])([CH3:46])[CH3:45])[C:8]1[N:13]2[N:14]=[CH:15][C:16]([C:17]3[CH:18]=[N:19][C:20]([C:23]4[CH:28]=[CH:27][CH:26]=[CH:25][CH:24]=4)=[CH:21][CH:22]=3)=[C:12]2[N:11]=[C:10]([C:29]2[CH:38]=[CH:37][C:32]([C:33]([O:35][CH3:36])=[O:34])=[CH:31][CH:30]=2)[C:9]=1Br.[CH2:50]([O:52][C:53]([Sn](CCCC)(CCCC)CCCC)=[CH2:54])[CH3:51]>C1C=CC([P]([Pd]([P](C2C=CC=CC=2)(C2C=CC=CC=2)C2C=CC=CC=2)([P](C2C=CC=CC=2)(C2C=CC=CC=2)C2C=CC=CC=2)[P](C2C=CC=CC=2)(C2C=CC=CC=2)C2C=CC=CC=2)(C2C=CC=CC=2)C2C=CC=CC=2)=CC=1.O1CCOCC1>[CH3:1][Si:2]([CH3:49])([CH3:48])[CH2:3][CH2:4][O:5][CH2:6][N:7]([CH2:40][O:41][CH2:42][CH2:43][Si:44]([CH3:47])([CH3:46])[CH3:45])[C:8]1[N:13]2[N:14]=[CH:15][C:16]([C:17]3[CH:18]=[N:19][C:20]([C:23]4[CH:28]=[CH:27][CH:26]=[CH:25][CH:24]=4)=[CH:21][CH:22]=3)=[C:12]2[N:11]=[C:10]([C:29]2[CH:38]=[CH:37][C:32]([C:33]([O:35][CH3:36])=[O:34])=[CH:31][CH:30]=2)[C:9]=1[C:50]([O:52][CH2:53][CH3:54])=[CH2:51] |^1:71,73,92,111|. Procedure details: Compound, methyl 4-(7-(bis((2-(trimethylsilyl)ethoxy)methyl)amino)-6-bromo-3-(6-phenylpyridin-3-yl)pyrazolo[1,5-a]pyrimidin-5-yl)benzoate (40 mg, 0.053 mmol) under Argon, was mixed with Pd(PPh3)4 (12 mg, 0.01 mmol, (1-ethoxyvinyl)tributylstannane (85 uL, 0.25 mmol) and dioxane (3 mL). The resulting mixture was heated at 100° C. and stirred over night. After cooled to room temperature, the mixture was filtered through 10% KF on silica gel and washed with EtOAc. After concentration, the crude prod... Reactants: O=C(CC(=O)O)C (3-oxo-butyric acid), C([O-])([O-])=O.[Na+].[Na+] (sodium carbonate), C(C1=CC=NC=C1)#N (isonicotinonitrile), S(=O)(=O)([O-])OOS(=O)(=O)[O-].[NH4+].[NH4+] (ammonium persulfate), S(O)(O)(=O)=O (sulfuric acid). Reagents/catalysts: [N+](=O)([O-])[O-].[Ag+] (silver nitrate). Run in ClCCl (dichloromethane), ClCCl (dichloromethane), O (water). Yields the product C(C)(=O)C=1C=C(C#N)C=CN1 (2-acetylisonicotinonitrile). Isolated yield 71.2%. As a reaction SMILES: [C:1](#[N:8])[C:2]1[CH:7]=[CH:6][N:5]=[CH:4][CH:3]=1.S(OOS([O-])(=O)=O)([O-])(=O)=O.[NH4+].[NH4+].S(=O)(=O)(O)O.[O:26]=[C:27](C)[CH2:28]C(O)=O.C(=O)([O-])[O-].[Na+].[Na+]>ClCCl.O.[N+]([O-])([O-])=O.[Ag+]>[C:27]([C:4]1[CH:3]=[C:2]([CH:7]=[CH:6][N:5]=1)[C:1]#[N:8])(=[O:26])[CH3:28] |f:1.2.3,6.7.8,11.12|. Procedure: To a solution of isonicotinonitrile (52 g, 0.5 mol) in dichloromethane (1300 mL) and water (1100 mL) were added ammonium persulfate ((NH4)2S2O8) (170 g, 0.75 mol), silver nitrate (6.8 g, 0.04 mol) and aqueous sulfuric acid (40 mL, 98% sulfuric acid in 400 mL). A solution of 3-oxo-butyric acid (110 g, 1.25 mol) in dichloromethane (100 mL) was added dropwise while keeping the mixture refluxing. The reaction mixture was refluxed for 2 h. The resulting mixture was basified to pH˜8-9 using sodium car... Starting materials: O=C([O-])[O-], CCc1n[nH]c(C(N)=O)c1[N+](=O)[O-], BrCC1CC1, [Cs+], [Cs+], CN(C)C=O. Product: CCc1nn(CC2CC2)c(C(N)=O)c1[N+](=O)[O-]. RXN SMILES: [C:14](=[O:15])([O-:16])[O-:17].[CH2:1]([CH3:2])[c:3]1[n:4][nH:5][c:6]([C:11](=[O:12])[NH2:13])[c:7]1[N+:8](=[O:9])[O-:10].[CH:20]1([CH2:23][Br:24])[CH2:21][CH2:22]1.[Cs+:18].[Cs+:19].[O:25]=[CH:26][N:27]([CH3:28])[CH3:29]>>[CH2:1]([CH3:2])[c:3]1[n:4][n:5]([CH2:23][CH:20]2[CH2:21][CH2:22]2)[c:6]([C:11](=[O:12])[NH2:13])[c:7]1[N+:8](=[O:9])[O-:10]. Starting materials: Cl (hydrochloric acid), BrC=1C=CC=C2C=CC(=NC12)C (8-bromo-2-methylquinoline), CC=1C(C(C(C1C)C)C)=O (2,3,4,5-tetramethylcyclopentenone), [Li]CCCC (n-BuLi). Solvent: C1CCOC1 (THF). Yields the product CC1=NC2=C(C=CC=C2C=C1)C1=C(C(=C(C1C)C)C)C (1-(2-methyl-8-quinolyl)-2,3,4,5-tetramethylcyclopentadiene). Isolated yield 60.7%. RXN SMILES: Br[C:2]1[CH:3]=[CH:4][CH:5]=[C:6]2[C:11]=1[N:10]=[C:9]([CH3:12])[CH:8]=[CH:7]2.[Li]CCCC.[CH3:18][C:19]1[C:20](=O)[CH:21]([CH3:26])[CH:22]([CH3:25])[C:23]=1[CH3:24].Cl>C1COCC1>[CH3:12][C:9]1[CH:8]=[CH:7][C:6]2[C:11](=[C:2]([C:20]3[CH:19]([CH3:18])[C:23]([CH3:24])=[C:22]([CH3:25])[C:21]=3[CH3:26])[CH:3]=[CH:4][CH:5]=2)[N:10]=1. Procedure: A solution of 4.4 g of 8-bromo-2-methylquinoline (20 mmol) in 50 ml of THF was cooled to −78° C., and 8.8 ml of n-BuLi (2.5 M in hexane, 22 mmol) was added dropwise while stirring. After ten minutes of stirring, 3.5 g of 2,3,4,5-tetramethylcyclopentenone (25 mmol) was added dropwise; the solution was heated to room temperature and then heated in reflux for one hour. The solution was cooled down; ice and hydrochloric acid to approximately pH 1 were added; and after neutralization with ammonia sol...